Dataset: the Open Reaction Database (ORD), a public repository of structured organic reaction records. Task: describe an organic reaction: reactants, conditions, products, and yield Starting materials: CC1(C)C(=O)N(CCCBr)c2ccccc21, CN(C)C(=O)Sc1c(Cl)ccc2c1CCN(C(=O)OC(C)(C)C)CC2, CO, [K+], [OH-], O. Product: CC(C)(C)OC(=O)N1CCc2ccc(Cl)c(SCCCN3C(=O)C(C)(C)c4ccccc43)c2CC1. As a reaction SMILES: [Br:28][CH2:29][CH2:30][CH2:31][N:32]1[C:33](=[O:43])[C:34]([CH3:41])([CH3:42])[c:35]2[cH:36][cH:37][cH:38][cH:39][c:40]21.[C:3]([CH3:4])([CH3:5])([CH3:6])[O:7][C:8](=[O:9])[N:10]1[CH2:11][CH2:12][c:13]2[c:14]([c:17]([S:22][C:23](=[O:24])[N:25]([CH3:26])[CH3:27])[c:18]([Cl:21])[cH:19][cH:20]2)[CH2:15][CH2:16]1.[CH3:45][OH:46].[K+:2].[OH-:1].[OH2:44]>>[C:3]([CH3:4])([CH3:5])([CH3:6])[O:7][C:8](=[O:9])[N:10]1[CH2:11][CH2:12][c:13]2[c:14]([c:17]([S:22][CH2:29][CH2:30][CH2:31][N:32]3[C:33](=[O:43])[C:34]([CH3:41])([CH3:42])[c:35]4[cH:36][cH:37][cH:38][cH:39][c:40]43)[c:18]([Cl:21])[cH:19][cH:20]2)[CH2:15][CH2:16]1. Starting materials: C(#N)C=1C2=C(SC1)C=CC=C2C (3-cyano-4-methylbenzo[b]thiophene), Cl (hydrochloric acid), [OH-].[Na+] (sodium hydroxide), [H-].[H-].[H-].[H-].[Li+].[Al+3] (LAH), [H-].[Al+3].[Li+].[H-].[H-].[H-] (lithium aluminum hydride). Run in C(C)OCC (diethyl ether), C1CCOC1 (THF), C(C)OCC (diethyl ether). Run at time 30 minute. Product: NCC=1C2=C(SC1)C=CC=C2C (3-aminomethyl-4-methylbenzo[b]thiophene). RXN SMILES: [C:1]([C:3]1[C:4]2[C:11]([CH3:12])=[CH:10][CH:9]=[CH:8][C:5]=2[S:6][CH:7]=1)#[N:2].[H-].[Al+3].[Li+].[H-].[H-].[H-].Cl.[OH-].[Na+]>C(OCC)C.C1COCC1>[NH2:2][CH2:1][C:3]1[C:4]2[C:11]([CH3:12])=[CH:10][CH:9]=[CH:8][C:5]=2[S:6][CH:7]=1 |f:1.2.3.4.5.6,8.9|. Reported procedure: After dropping a diethyl ether (20 ml) and THF (20 ml) solution containing 9.10 g (52.6 mmol) of the 3-cyano-4-methylbenzo[b]thiophene obtained in Step 4 into 50 ml of a diethyl ether suspension of 2.0 g (53 mmol) of lithium aluminum hydride over the course of 15 minutes at 0° C., the solution was stirred for 30 minutes at room temperature. Following completion of the reaction, excess LAH in the reaction solution was treated with hydrochloric acid followed by the addition of aqueous sodium hydro... The reactants are CC(=O)N(C)n1c(N2CCCN(C(=O)OC(C)(C)C)CC2)nc2ccccc21, CCOCC, ClCCl, I. Product: I, CC(=O)N(C)n1c(N2CCCNCC2)nc2ccccc21. As a reaction SMILES: [C:1]([O:2][C:3](=[O:4])[N:8]1[CH2:9][CH2:10][N:11]([c:15]2[n:16][c:17]3[c:18]([n:19]2[N:20]([C:21]([CH3:22])=[O:23])[CH3:24])[cH:25][cH:26][cH:27][cH:28]3)[CH2:12][CH2:13][CH2:14]1)([CH3:5])([CH3:6])[CH3:7].[CH3:33][CH2:34][O:35][CH2:36][CH3:37].[Cl:29][CH2:30][Cl:31].[IH:32]>>[IH:32].[NH:8]1[CH2:9][CH2:10][N:11]([c:15]2[n:16][c:17]3[c:18]([n:19]2[N:20]([C:21]([CH3:22])=[O:23])[CH3:24])[cH:25][cH:26][cH:27][cH:28]3)[CH2:12][CH2:13][CH2:14]1. Reactants: ClC1=C(C(=CC=C1)Cl)O (2,6-dichlorophenol), BrCCCBr (1,3-dibromopropane), [OH-].[Na+] (sodium hydroxide). Solvent: O (water). Reaction conditions: temperature 100 celsius. Product: BrCCCOC1=C(C=CC=C1Cl)Cl (2-(3-Bromopropoxy)-1,3-dichlorobenzene). Isolated yield 71.3%. As a reaction SMILES: [Cl:1][C:2]1[CH:7]=[CH:6][CH:5]=[C:4]([Cl:8])[C:3]=1[OH:9].[Br:10][CH2:11][CH2:12][CH2:13]Br.[OH-].[Na+]>O>[Br:10][CH2:11][CH2:12][CH2:13][O:9][C:3]1[C:2]([Cl:1])=[CH:7][CH:6]=[CH:5][C:4]=1[Cl:8] |f:2.3|. Procedure: A mixture of 2,6-dichlorophenol (163 g, 1 mol) and 1,3-dibromopropane (262 g, 1.3 mol) was heated to 100° C., and a solution of sodium hydroxide (40 g) in water (1000 ml) was added dropwise over 75 min. The mixture was heated under reflux for 5 h and then cooled to room temperature upon which a biphasic solution developed. The organic layer was separated and the aqueous layer was extracted with diethyl ether (3×250 ml). The combined organic fractions were washed with 2N aqueous sodium hydroxide ... Starting materials: C(C1=CC=CC=C1)OC1=C2CCCC(C2=CC=C1)C(=O)N(CC=1C=NNC1)C1=CC=C(C=C1)C(C)C (5-benzyloxy-N-(4-isopropylphenyl)-N-[(pyrazol-4-yl)methyl]-1,2,3,4-tetrahydronaphthalene-1-carboxamide), CI (methyl iodide). Product: C(C1=CC=CC=C1)OC1=C2CCCC(C2=CC=C1)C(=O)N(CC=1C=NN(C1)C)C1=CC=C(C=C1)C(C)C (5-benzyloxy-N-(4-isopropylphenyl)-N-[(1-methylpyrazol-4-yl)methyl]-1,2,3,4-tetrahydronaphthalene-1-carboxamide). As a reaction SMILES: [CH2:1]([O:8][C:9]1[CH:18]=[CH:17][CH:16]=[C:15]2[C:10]=1[CH2:11][CH2:12][CH2:13][CH:14]2[C:19]([N:21]([C:28]1[CH:33]=[CH:32][C:31]([CH:34]([CH3:36])[CH3:35])=[CH:30][CH:29]=1)[CH2:22][C:23]1[CH:24]=[N:25][NH:26][CH:27]=1)=[O:20])[C:2]1[CH:7]=[CH:6][CH:5]=[CH:4][CH:3]=1.[CH3:37]I>>[CH2:1]([O:8][C:9]1[CH:18]=[CH:17][CH:16]=[C:15]2[C:10]=1[CH2:11][CH2:12][CH2:13][CH:14]2[C:19]([N:21]([C:28]1[CH:29]=[CH:30][C:31]([CH:34]([CH3:36])[CH3:35])=[CH:32][CH:33]=1)[CH2:22][C:23]1[CH:27]=[N:26][N:25]([CH3:37])[CH:24]=1)=[O:20])[C:2]1[CH:3]=[CH:4][CH:5]=[CH:6][CH:7]=1. Reported procedure: By the reaction and treatment in the same manner as in Example 83 using 5-benzyloxy-N-(4-isopropylphenyl)-N-[(pyrazol-4-yl)methyl]-1,2,3,4-tetrahydronaphthalene-1-carboxamide (0.52 g) and methyl iodide (0.073 mL) as starting materials, 5-benzyloxy-N-(4-isopropylphenyl)-N-[(1-methylpyrazol-4-yl)methyl]-1,2,3,4-tetrahydronaphthalene-1-carboxamide (0.49 g) was obtained. By the reaction and treatment of this compound in the same manner as in Example 17, 5-hydroxy-N-(4-isopropylphenyl)-N-[(1-methylpy... Reactants: C(C)(C)(C)C1=CC(=C(C=N1)C=1N([C@]([C@](N1)(C)C1=CC=C(C=C1)Cl)(C)C1=CC=C(C=C1)Cl)C(=O)Cl)OCC ((4S,5R)-2-(6-tert-butyl-4-ethoxy-pyridin-3-yl)-4,5-bis-(4-chloro-phenyl)-4,5-dimethyl-4,5-dihydro-imidazole-1-carbonyl chloride), N1(CCCC1)C1CCNCC1 (4-pyrrolidin-1-yl-piperidine). The product is C(C)(C)(C)C1=CC(=C(C=N1)C=1N([C@]([C@](N1)(C)C1=CC=C(C=C1)Cl)(C)C1=CC=C(C=C1)Cl)C(=O)N1CCC(CC1)N1CCCC1)OCC ([(4S,5R)-2-(6-tert-Butyl-4-ethoxy-pyridin-3-yl)-4,5-bis-(4-chloro-phenyl)-4,5-dimethyl-4,5-dihydro-imidazol-1-yl]-(4-pyrrolidin-1-yl-piperidin-1-yl)-methanone). As a reaction SMILES: [C:1]([C:5]1[N:10]=[CH:9][C:8]([C:11]2[N:12]([C:32](Cl)=[O:33])[C@@:13]([C:25]3[CH:30]=[CH:29][C:28]([Cl:31])=[CH:27][CH:26]=3)([CH3:24])[C@@:14]([C:17]3[CH:22]=[CH:21][C:20]([Cl:23])=[CH:19][CH:18]=3)([CH3:16])[N:15]=2)=[C:7]([O:35][CH2:36][CH3:37])[CH:6]=1)([CH3:4])([CH3:3])[CH3:2].[N:38]1([CH:43]2[CH2:48][CH2:47][NH:46][CH2:45][CH2:44]2)[CH2:42][CH2:41][CH2:40][CH2:39]1>>[C:1]([C:5]1[N:10]=[CH:9][C:8]([C:11]2[N:12]([C:32]([N:46]3[CH2:47][CH2:48][CH:43]([N:38]4[CH2:42][CH2:41][CH2:40][CH2:39]4)[CH2:44][CH2:45]3)=[O:33])[C@@:13]([C:25]3[CH:30]=[CH:29][C:28]([Cl:31])=[CH:27][CH:26]=3)([CH3:24])[C@@:14]([C:17]3[CH:22]=[CH:21][C:20]([Cl:23])=[CH:19][CH:18]=3)([CH3:16])[N:15]=2)=[C:7]([O:35][CH2:36][CH3:37])[CH:6]=1)([CH3:3])([CH3:4])[CH3:2]. Procedure details: In a manner analogous to the method described in examples 8, (4S,5R)-2-(6-tert-butyl-4-ethoxy-pyridin-3-yl)-4,5-bis-(4-chloro-phenyl)-4,5-dimethyl-4,5-dihydro-imidazole-1-carbonyl chloride (example 51) was coupled with 4-pyrrolidin-1-yl-piperidine (Aldrich) to give the title compound. HR-MS (ES, m/z) calculated for C38H48Cl2N5O2 [(M+H)+] 676.318, observed 676.3176. Reactants: [N+](=O)([O-])C1=CC=C(C=C1)CC(C)=O (4-nitrophenylacetone), [H-].[Na+] (sodium hydride), C(C)(=O)O (acetic acid), ClCC1=CC=C(O1)C(=O)OCC (ethyl 5-(chloromethyl)-2-furancarboxylate). Solvent: O (water), CN(C=O)C (dimethylformamide), C(C)OCC (ethyl ether), CN(C=O)C (dimethylformamide). The product is [N+](=O)([O-])C1=CC=C(C=C1)C(CC1=CC=C(O1)C(=O)OCC)C(C)=O (ethyl 5-{2-(4-nitrophenyl)-3-oxobutyl}-2-furancarboxylate). Isolated yield 105.3%. RXN SMILES: [N+:1]([C:4]1[CH:9]=[CH:8][C:7]([CH2:10][C:11](=[O:13])[CH3:12])=[CH:6][CH:5]=1)([O-:3])=[O:2].[H-].[Na+].Cl[CH2:17][C:18]1[O:22][C:21]([C:23]([O:25][CH2:26][CH3:27])=[O:24])=[CH:20][CH:19]=1.C(O)(=O)C>CN(C)C=O.C(OCC)C.O>[N+:1]([C:4]1[CH:5]=[CH:6][C:7]([CH:10]([C:11](=[O:13])[CH3:12])[CH2:17][C:18]2[O:22][C:21]([C:23]([O:25][CH2:26][CH3:27])=[O:24])=[CH:20][CH:19]=2)=[CH:8][CH:9]=1)([O-:3])=[O:2] |f:1.2|. Procedure details: 3.00 g of 4-nitrophenylacetone in 50 ml of dimethylformamide was mixed with 0.70 g of 60% oily sodium hydride under cooling with ice under stirring and stirred at the same temperature for 10 minutes. After addition of 3.40 g of ethyl 5-(chloromethyl)-2-furancarboxylate in 5 ml of dimethylformamide, the reaction solution was stirred at room temperature for 2.5 hours. The reaction solution was acidified with acetic acid, and water and ethyl ether were added for extraction. The organic layer was wa...